Dataset: the Open Reaction Database (ORD), a public repository of structured organic reaction records. Task: describe an organic reaction: reactants, conditions, products, and yield The reactants are N[C@H]1C[C@H]2[C@@H]3CCC([C@@]3(C)CC[C@@H]2[C@]2(C=CC(C=C12)=O)C)=O (6α-amino androsta-1,4-diene-3,17-dione), Cl (HCl). Run in C(C)O (ethanol). Yields the product Cl.N[C@H]1C[C@H]2[C@@H]3CCC([C@@]3(C)CC[C@@H]2[C@]2(C=CC(C=C12)=O)C)=O (6α-amino androsta-1,4-diene-3,17-dione hydrochloride). As a reaction SMILES: [NH2:1][C@@H:2]1[C:19]2[C@:14]([CH3:21])([CH:15]=[CH:16][C:17](=[O:20])[CH:18]=2)[C@@H:13]2[C@H:4]([C@H:5]3[C@@:9]([CH2:11][CH2:12]2)([CH3:10])[C:8](=[O:22])[CH2:7][CH2:6]3)[CH2:3]1.[ClH:23]>C(O)C>[ClH:23].[NH2:1][C@@H:2]1[C:19]2[C@:14]([CH3:21])([CH:15]=[CH:16][C:17](=[O:20])[CH:18]=2)[C@@H:13]2[C@H:4]([C@H:5]3[C@@:9]([CH2:11][CH2:12]2)([CH3:10])[C:8](=[O:22])[CH2:7][CH2:6]3)[CH2:3]1 |f:3.4|. Reported procedure: A solution of 0.65 g of 6α-amino androsta-1,4-diene-3,17-dione in 30 ml of ethanol is treated with 21.71 ml of 0.1N HCl aqueous solution. The yellow solution is discoloured, then it is filtered and the alcohol is removed at reduced pressure. The resulting aqueous solution is lyophilized to give 0.7 g of dry 6α-amino androsta-1,4-diene-3,17-dione hydrochloride as slight yellow powder. By analogous procedure the hydrochlorides of the 6-amino derivatives prepared according to the examples 4, 7 and ... The reactants are FC1=C(C#N)C=CC(=C1)O (2-fluoro-4-hydroxy-benzonitrile), FC1=CC=C(CBr)C=C1 (4-fluorobenzyl bromide). Yields the product FC1=C(C#N)C=CC(=C1)OCC1=CC=C(C=C1)F (2-Fluoro-4-(4-fluoro-benzyloxy)-benzonitrile). The yield is 100.0%. Reaction SMILES: [F:1][C:2]1[CH:9]=[C:8]([OH:10])[CH:7]=[CH:6][C:3]=1[C:4]#[N:5].[F:11][C:12]1[CH:19]=[CH:18][C:15]([CH2:16]Br)=[CH:14][CH:13]=1>>[F:1][C:2]1[CH:9]=[C:8]([O:10][CH2:16][C:15]2[CH:18]=[CH:19][C:12]([F:11])=[CH:13][CH:14]=2)[CH:7]=[CH:6][C:3]=1[C:4]#[N:5]. Procedure details: As described for example 1a, 2-fluoro-4-hydroxy-benzonitrile (5.0 g, 36 mmol) [using 4-fluorobenzyl bromide instead of 3-fluorobenzyl bromide] was converted to the title compound (8.9 g, 100%) which was obtained as a white solid. MS: m/e=245.0 (M+). Reactants: Fc1cc(F)cc(Br)c1, C1CCOC1, CCCCC=O, [Cl-], [Mg], [NH4+]. The product is CCCCC(O)c1cc(F)cc(F)c1. RXN SMILES: [Br:7][c:8]1[cH:9][c:10]([F:15])[cH:11][c:12]([F:14])[cH:13]1.[CH2:19]1[O:20][CH2:21][CH2:22][CH2:23]1.[CH:1]([CH2:2][CH2:3][CH2:4][CH3:5])=[O:6].[Cl-:17].[Mg:16].[NH4+:18]>>[CH:1]([CH2:2][CH2:3][CH2:4][CH3:5])([OH:6])[c:8]1[cH:9][c:10]([F:15])[cH:11][c:12]([F:14])[cH:13]1. The reactants are [Br-], C1CCOC1, C[Mg+], CON(C)C(=O)c1cn2c(-c3ccc(Cl)cc3Cl)c(CNC(=O)OC(C)(C)C)c(C)nc2n1. The product is CC(=O)c1cn2c(-c3ccc(Cl)cc3Cl)c(CNC(=O)OC(C)(C)C)c(C)nc2n1. Reaction SMILES: [Br-:34].[CH2:37]1[O:38][CH2:39][CH2:40][CH2:41]1.[CH3:35][Mg+:36].[Cl:1][c:2]1[c:3](-[c:9]2[c:10]([CH2:25][NH:26][C:27]([O:28][C:29]([CH3:30])([CH3:31])[CH3:32])=[O:33])[c:11]([CH3:24])[n:12][c:13]3[n:14]2[cH:15][c:16]([C:18]([N:19]([O:20][CH3:21])[CH3:22])=[O:23])[n:17]3)[cH:4][cH:5][c:6]([Cl:8])[cH:7]1>>[Cl:1][c:2]1[c:3](-[c:9]2[c:10]([CH2:25][NH:26][C:27]([O:28][C:29]([CH3:30])([CH3:31])[CH3:32])=[O:33])[c:11]([CH3:24])[n:12][c:13]3[n:14]2[cH:15][c:16]([C:18](=[O:23])[CH3:35])[n:17]3)[cH:4][cH:5][c:6]([Cl:8])[cH:7]1. The reactants are O (water), CC(=O)C1=C(C2=CC=CC=C2C=C1)O (1-hydroxy-2-acetonaphthone), C12C(C3CC(CC(C1)C3)C2)=O (adamantanone), N1CCCC1 (pyrrolidine). Solvent: C1(=CC=CC=C1)C (toluene). The product is CC1=C2CCC(OC2=CC(=C1)C)=O (5,7-dimethyl chromanone). RXN SMILES: C[C:2]([C:4]1[CH:13]=[CH:12][C:11]2[C:6](=[CH:7][CH:8]=[CH:9][CH:10]=2)[C:5]=1O)=O.C12CC3CC(CC(C3)C1=[O:25])C2.N1CCCC1.[OH2:31]>C1(C)C=CC=CC=1>[CH3:7][C:6]1[CH:5]=[C:4]([CH3:2])[CH:13]=[C:12]2[C:11]=1[CH2:10][CH2:9][C:8](=[O:25])[O:31]2. Procedure: A mixture of 1-hydroxy-2-acetonaphthone (10.1 g), (1A), adamantanone (9 g) and pyrrolidine (10 cm3) in toluene (300 cm3) was boiled (10 hours) and water separated. The yellow reaction mixture turned first crimson and then dark brown. Toluene was removed under reduced pressure and the residual enamine crystallised from acetone as discoloured crystals (8 g). The enamine (2) (10 g) was treated with conc. hydrochloric acid (1 cm3) in methanol (200 cm3). The crimson solution was evaporated and the re... Reactants: BrC1=C(C=CC(=C1)CBr)C1CC(NS1(=O)=O)=O (5-[2-bromo-4-(bromomethyl)phenyl]isothiazolidin-3-one 1,1-dioxide), C([O-])([O-])=O.[Cs+].[Cs+] (cesium carbonate), SCC1=CC=C(C=C1)C1=CC(=CC=C1)S(=O)(=O)N (4′-(Mercaptomethyl)biphenyl-3-sulfonamide). The solvent is CN(C)C=O (DMF), CN(C)C=O (DMF). Run at temperature 0 celsius, time 1 hour. Yields the product BrC=1C=C(CSCC2=CC=C(C=C2)C2=CC(=CC=C2)S(=O)(=O)N)C=CC1C1=CC(NS1(=O)=O)=O (4′-([3-bromo-4-(1,1-dioxido-3-oxo-2,3-dihydroisothiazol-5-yl)benzyl]thiomethyl)biphenyl-3-sulfonamide). Isolated yield 17.6%. Reaction SMILES: [Br:1][C:2]1[CH:7]=[C:6]([CH2:8]Br)[CH:5]=[CH:4][C:3]=1[CH:10]1[S:14](=[O:16])(=[O:15])[NH:13][C:12](=[O:17])[CH2:11]1.C(=O)([O-])[O-].[Cs+].[Cs+].[SH:24][CH2:25][C:26]1[CH:31]=[CH:30][C:29]([C:32]2[CH:37]=[CH:36][CH:35]=[C:34]([S:38]([NH2:41])(=[O:40])=[O:39])[CH:33]=2)=[CH:28][CH:27]=1>CN(C=O)C>[Br:1][C:2]1[CH:7]=[C:6]([CH:5]=[CH:4][C:3]=1[C:10]1[S:14](=[O:16])(=[O:15])[NH:13][C:12](=[O:17])[CH:11]=1)[CH2:8][S:24][CH2:25][C:26]1[CH:31]=[CH:30][C:29]([C:32]2[CH:37]=[CH:36][CH:35]=[C:34]([S:38]([NH2:41])(=[O:40])=[O:39])[CH:33]=2)=[CH:28][CH:27]=1 |f:1.2.3|. Reported procedure: Into a 50 mL round bottom flask was placed benzyl bromide of Step 7 (17 mg, 0.045 mmol) and cesium carbonate (0.017 g, 0.054 mmol) under an atmosphere of nitrogen in anhydrous DMF (0.68 mL). The solution was cooled to 0° C., evacuated and refilled with nitrogen several times. 4′-(Mercaptomethyl)biphenyl-3-sulfonamide (15 mg, 0.054 mmol) in 2 mL anhydrous DMF was added to reaction solution dropwise. The resulting solution was stirred at 0° C. for 1 h. The crude material was purified by preparativ... Reactants: C1=CC=CC=2C3=CC=CC=C3NC12 (carbazole), [OH-].[K+] (potassium hydroxide), ClC[C@@H]1OC1 ((R)-(−)-2-(chloromethyl)oxirane). The solvent is CN(C=O)C (N,N-dimethylformamide). Reaction conditions: time 1 hour. The product is O1[C@H](C1)CN1C2=CC=CC=C2C=2C=CC=CC12 ((S)-9-(Oxiran-2-ylmethyl)-9H-carbazole). The yield is 29.9%. As a reaction SMILES: [CH:1]1[C:13]2[NH:12][C:11]3[C:6](=[CH:7][CH:8]=[CH:9][CH:10]=3)[C:5]=2[CH:4]=[CH:3][CH:2]=1.[OH-].[K+].Cl[CH2:17][C@H:18]1[CH2:20][O:19]1>CN(C)C=O>[O:19]1[CH2:20][C@@H:18]1[CH2:17][N:12]1[C:11]2[CH:10]=[CH:9][CH:8]=[CH:7][C:6]=2[C:5]2[C:13]1=[CH:1][CH:2]=[CH:3][CH:4]=2 |f:1.2|. Procedure: To a stirred solution of carbazole (2.0 g, 12 mmol) in anhydrous N,N-dimethylformamide (20 mL) was added 85% aqueous potassium hydroxide (0.95 g, 14.4 mmol) and the mixture was stirred at room temperature for 1 hour. The mixture was cooled in an ice bath and (R)-(−)-2-(chloromethyl)oxirane (2.77 g, 29.9 mmol) was added. The mixture was stirred overnight at room temperature, and then partitioned between water and ethyl acetate. The organic layer was washed with saturated aqueous sodium chloride, ...